This data is from the Open Reaction Database (ORD), a public repository of structured organic reaction records. The task is: describe an organic reaction: reactants, conditions, products, and yield Starting materials: ClC1=C2C(=[N+](C(=C1)OC1CCCC1)[O-])CCC2 (4-chloro-2-(cyclopentyloxy)-6,7-dihydro-5H-cyclopenta[b]pyridine 1-oxide), P(Cl)(Cl)Cl (phosphorous trichloride). Run in C(Cl)Cl (methylene chloride). Run at time 2 hour. Product: ClC1=C2C(=NC(=C1)OC1CCCC1)CCC2 (4-chloro-2-(cyclopentyloxy)-6,7-dihydro-5H-cyclopenta[b]pyridine). Yield: 24.9%. Reaction SMILES: [Cl:1][C:2]1[CH:7]=[C:6]([O:8][CH:9]2[CH2:13][CH2:12][CH2:11][CH2:10]2)[N+:5]([O-])=[C:4]2[CH2:15][CH2:16][CH2:17][C:3]=12.P(Cl)(Cl)Cl>C(Cl)Cl>[Cl:1][C:2]1[CH:7]=[C:6]([O:8][CH:9]2[CH2:13][CH2:12][CH2:11][CH2:10]2)[N:5]=[C:4]2[CH2:15][CH2:16][CH2:17][C:3]=12. Procedure: To a solution of crude 4-chloro-2-(cyclopentyloxy)-6,7-dihydro-5H-cyclopenta[b]pyridine 1-oxide (0.49 mmol) in methylene chloride (5 mL) was added phosphorous trichloride (0.100 g, 0.74 mmol). The mixture stirred at rt for 2 h. After this time, the mixture was quenched with a saturated solution of NaHCO3 and extracted with methylene chloride. The organic layer was dried over anhydrous sodium sulfate, filtered, and the filtrate was concentrated. The residue was purified by column chromatography (... The product is [Na+].C(C=C)(=O)NC(CS(=O)(=O)[O-])(C)C.C(C=C)(=O)N (2-Acrylamido-2-Methyl-1-Propanesulfonic Acid Sodium Salt Acrylamide). Solvent: O (water). Procedure details: An organic solution is prepared by combining a low odor paraffin oil (252.0 g), sorbitan sesquioleate (6.0 g) and polyoxyethylene sorbitol fatty acid (42.0 g) in a reactor with stirring. To this solution is added an aqueous solution containing acrylamide (50.8 g), 2-acrylamido-2-methyl-1-propanesulfonic acid sodium salt (69.2 g), tert-butyl hydroperoxide (0.048 g), ethylenediaminetetraacetic acid tetra sodium salt (0.24 g), and water (179.7 g). Reactants: C(C=C)(=O)N (acrylamide), [Na+].C(C=C)(=O)NC(CS(=O)(=O)[O-])(C)C (2-acrylamido-2-methyl-1-propanesulfonic acid sodium salt), C(C)(C)(C)OO (tert-butyl hydroperoxide), [Na+].[Na+].[Na+].[Na+].C(CN(CC(=O)[O-])CC(=O)[O-])N(CC(=O)[O-])CC(=O)[O-] (ethylenediaminetetraacetic acid tetra sodium salt), paraffin, CCCCCCCCC=CCCCCCCCC(=O)O.C1C(C(C(O1)C(CO)O)O)O (sorbitan sesquioleate), polyoxyethylene sorbitol fatty acid. As a reaction SMILES: CCCCCCCCC=CCCCCCCCC(O)=O.C1OC(C(O)CO)C(O)C1O.[C:32]([NH2:36])(=[O:35])[CH:33]=[CH2:34].[Na+:37].[C:38]([NH:42][C:43]([CH3:50])([CH3:49])[CH2:44][S:45]([O-:48])(=[O:47])=[O:46])(=[O:41])[CH:39]=[CH2:40].C(OO)(C)(C)C.[Na+].[Na+].[Na+].[Na+].C(N(CC([O-])=O)CC([O-])=O)CN(CC([O-])=O)CC([O-])=O>O>[Na+:37].[C:38]([NH:42][C:43]([CH3:50])([CH3:49])[CH2:44][S:45]([O-:48])(=[O:46])=[O:47])(=[O:41])[CH:39]=[CH2:40].[C:32]([NH2:36])(=[O:35])[CH:33]=[CH2:34] |f:0.1,3.4,6.7.8.9.10,12.13.14|. Reactants: CC(C)COC(=O)C(C)N, Cc1ccsc1CC(=O)O. Yields the product Cc1ccsc1CC(=O)NC(C)C(=O)OCC(C)C. Reaction SMILES: [CH2:11]([CH:12]([CH3:13])[CH3:14])[O:15][C:16]([CH:17]([NH2:18])[CH3:19])=[O:20].[CH3:1][c:2]1[c:3]([CH2:7][C:8](=[O:9])[OH:10])[s:4][cH:5][cH:6]1>>[CH3:1][c:2]1[c:3]([CH2:7][C:8](=[O:10])[NH:18][CH:17]([C:16]([O:15][CH2:11][CH:12]([CH3:13])[CH3:14])=[O:20])[CH3:19])[s:4][cH:5][cH:6]1. Reactants: CO, COC(=O)C=Cc1ccc2c(c1)C(=O)CC1(CCN(C(=O)OC(C)(C)C)CC1)O2, [Na+], [OH-], O. Product: CC(C)(C)OC(=O)N1CCC2(CC1)CC(=O)c1cc(C=CC(=O)O)ccc1O2. RXN SMILES: [CH3:33][OH:34].[CH3:3][O:4][C:5]([CH:6]=[CH:7][c:8]1[cH:9][c:10]2[c:15]([cH:16][cH:17]1)[O:14][C:13]1([CH2:12][C:11]2=[O:30])[CH2:18][CH2:19][N:20]([C:23](=[O:24])[O:25][C:26]([CH3:27])([CH3:28])[CH3:29])[CH2:21][CH2:22]1)=[O:31].[Na+:2].[OH-:1].[OH2:32]>>[O:4]=[C:5]([CH:6]=[CH:7][c:8]1[cH:9][c:10]2[c:15]([cH:16][cH:17]1)[O:14][C:13]1([CH2:12][C:11]2=[O:30])[CH2:18][CH2:19][N:20]([C:23](=[O:24])[O:25][C:26]([CH3:27])([CH3:28])[CH3:29])[CH2:21][CH2:22]1)[OH:31]. The reactants are [N+](=O)(O)[O-] (nitric acid), OC=1C=C(C(=O)OC)C=CC1OC (Methyl 3-hydroxy-4-methoxybenzoate), ClC=1C=C(C=CC1)CCO (2-(3-chlorophenyl)-ethanol), COC(C1=CC(=C(C=C1)OC)OCCC1=CC(=CC=C1)Cl)=O (3-[2-(3-chloro-phenyl)-ethoxy]-4-methoxy-benzoic acid methyl ester). Run at time 8 hour. Yields the product COC(C1=C(C=C(C(=C1)OCCC1=CC(=CC=C1)Cl)OC)[N+](=O)[O-])=O (5-[2-(3-Chloro-phenyl)-ethoxy]-4-methoxy-2-nitro-benzoic acid methyl ester). As a reaction SMILES: OC1C=C(C=CC=1OC)C(OC)=O.ClC1C=C(CCO)C=CC=1.[CH3:24][O:25][C:26](=[O:45])[C:27]1[CH:32]=[CH:31][C:30]([O:33][CH3:34])=[C:29]([O:35][CH2:36][CH2:37][C:38]2[CH:43]=[CH:42][CH:41]=[C:40]([Cl:44])[CH:39]=2)[CH:28]=1.[N+:46]([O-])([OH:48])=[O:47]>>[CH3:24][O:25][C:26](=[O:45])[C:27]1[CH:28]=[C:29]([O:35][CH2:36][CH2:37][C:38]2[CH:43]=[CH:42][CH:41]=[C:40]([Cl:44])[CH:39]=2)[C:30]([O:33][CH3:34])=[CH:31][C:32]=1[N+:46]([O-:48])=[O:47]. Reported procedure: Methyl 3-hydroxy-4-methoxybenzoate and 2-(3-chlorophenyl)-ethanol were reacted in analogy to step 1 of example 1. The obtained 3-[2-(3-chloro-phenyl)-ethoxy]-4-methoxy-benzoic acid methyl ester (0.750 g, 2.34 mmol) was added slowly to ice-cooled 100% nitric acid (10 ml). The ice bath was removed and stirring was continued overnight. The mixture was cautiously transferred into a stirred mixture of EA, water and an excess of sodium hydrogencarbonate and extracted with EA. The combined organic extr...